Dataset: the Open Reaction Database (ORD), a public repository of structured organic reaction records. Task: describe an organic reaction: reactants, conditions, products, and yield Starting materials: CCOC(=O)C(CC(=O)OC(C)(C)C)(Cc1ccc(C)c(C)c1)C(=O)OCC, ClCCl, O=C(O)C(F)(F)F. Product: CCOC(=O)C(CC(=O)O)(Cc1ccc(C)c(C)c1)C(=O)OCC. RXN SMILES: [CH3:1][c:2]1[cH:3][c:4]([CH2:9][C:10]([CH2:11][C:12](=[O:13])[O:14][C:15]([CH3:16])([CH3:17])[CH3:18])([C:19](=[O:20])[O:21][CH2:22][CH3:23])[C:24](=[O:25])[O:26][CH2:27][CH3:28])[cH:5][cH:6][c:7]1[CH3:8].[Cl:36][CH2:37][Cl:38].[F:29][C:30]([F:31])([F:32])[C:33]([OH:34])=[O:35]>>[CH3:1][c:2]1[cH:3][c:4]([CH2:9][C:10]([CH2:11][C:12](=[O:13])[OH:14])([C:19](=[O:20])[O:21][CH2:22][CH3:23])[C:24](=[O:25])[O:26][CH2:27][CH3:28])[cH:5][cH:6][c:7]1[CH3:8]. Starting materials: C(C)(C)(C)OC(=O)N(C1=NC=CC(=C1)C=1OC=C(N1)C(=O)OCC)CC(F)F (ethyl 2-(2-((tert-butoxycarbonyl)(2,2-difluoroethyl)amino)pyridin-4-yl)-1,3-oxazole-4-carboxylate), [OH-].[Na+] (sodium hydroxide), Cl (hydrochloric acid). Solvent: CO (methanol). Run at time 45 minute. The product is C(C)(C)(C)OC(=O)N(C1=NC=CC(=C1)C=1OC=C(N1)C(=O)O)CC(F)F (2-(2-((tert-butoxycarbonyl) (2,2-difluoroethyl)amino)pyridin-4-yl)-1,3-oxazole-4-carboxylic acid). The yield is 88.5%. Reaction SMILES: [C:1]([O:5][C:6]([N:8]([CH2:25][CH:26]([F:28])[F:27])[C:9]1[CH:14]=[C:13]([C:15]2[O:16][CH:17]=[C:18]([C:20]([O:22]CC)=[O:21])[N:19]=2)[CH:12]=[CH:11][N:10]=1)=[O:7])([CH3:4])([CH3:3])[CH3:2].[OH-].[Na+].Cl>CO>[C:1]([O:5][C:6]([N:8]([CH2:25][CH:26]([F:28])[F:27])[C:9]1[CH:14]=[C:13]([C:15]2[O:16][CH:17]=[C:18]([C:20]([OH:22])=[O:21])[N:19]=2)[CH:12]=[CH:11][N:10]=1)=[O:7])([CH3:4])([CH3:2])[CH3:3] |f:1.2|. Reported procedure: To a solution of ethyl 2-(2-((tert-butoxycarbonyl)(2,2-difluoroethyl)amino)pyridin-4-yl)-1,3-oxazole-4-carboxylate (69.4 mg) in methanol (5 mL) was added 1M aqueous sodium hydroxide solution (1.5 mL), and the mixture was stirred for 45 min. The reaction mixture was neutralized with 1M hydrochloric acid, and the methanol was evaporated under reduced pressure. The residue was extracted with ethyl acetate, the extract was dried over anhydrous magnesium sulfate, and the solvent was evaporated under ... The reactants are ice water, N1=CC=CC=C1 (pyridine), CC(C)(O)C1OC2=C(C1)C=CC=C2 (2-(1-methyl-1-hydroxyethyl)-2,3-dihydrobenzofuran), P(=O)(Cl)(Cl)Cl (phosphorus oxychloride). Solvent: CCOCC (ether). Conditions: time 2 hour. The product is C(C)(C)=C1OC2=C(C1)C=CC=C2 (2-isopropylidene-2,3-dihydrobenzofuran). Isolated yield 96.1%. Reaction SMILES: N1C=CC=CC=1.[CH3:7][C:8]([CH:11]1[CH2:15][C:14]2[CH:16]=[CH:17][CH:18]=[CH:19][C:13]=2[O:12]1)(O)[CH3:9].P(Cl)(Cl)(Cl)=O>CCOCC>[C:8](=[C:11]1[CH2:15][C:14]2[CH:16]=[CH:17][CH:18]=[CH:19][C:13]=2[O:12]1)([CH3:9])[CH3:7]. Procedure details: Into 40 ml of dried pyridine, was dissolved 6.6 g of 2-(1-methyl-1-hydroxyethyl)-2,3-dihydrobenzofuran. To the solution, with ice-cooling, was added dropwise 11.38 g of phosphorus oxychloride over a period of 10 minutes. After the addition was finished, the mixture was stirred for 2 hours at room temperature and poured into ice water. After ether was added to the mixture, the ether layer was separated and the aqueous layer was extracted twice with 50 ml of ether. The ether layers were combined, ... The reactants are [Br-], CCCC[N+](CCCC)(CCCC)CCCC, ClC(Cl)Cl, O=c1cc(Cl)sn1CCc1ccccc1, N#C[Na], O. Product: N#Cc1cc(=O)n(CCc2ccccc2)s1. As a reaction SMILES: [Br-:24].[CH2:25]([N+:26]([CH2:27][CH2:28][CH2:29][CH3:30])([CH2:31][CH2:32][CH2:33][CH3:34])[CH2:35][CH2:36][CH2:37][CH3:38])[CH2:39][CH2:40][CH3:41].[Cl:19][CH:20]([Cl:21])[Cl:22].[Cl:1][c:2]1[cH:3][c:4](=[O:15])[n:5]([CH2:7][CH2:8][c:9]2[cH:10][cH:11][cH:12][cH:13][cH:14]2)[s:6]1.[Na:16][C:17]#[N:18].[OH2:23]>>[c:2]1([C:17]#[N:18])[cH:3][c:4](=[O:15])[n:5]([CH2:7][CH2:8][c:9]2[cH:10][cH:11][cH:12][cH:13][cH:14]2)[s:6]1. Reactants: ClC1=C(C(=C(C=C1Cl)C(C)Cl)OC)C1CN(C1)C(=O)OC(C)(C)C (tert-butyl 3-[2,3-dichloro-5-(1-chloroethyl)-6-methoxyphenyl]azetidine-1-carboxylate), CC1=NNC2=NC=NC(=C21)N (3-methyl-1H-pyrazolo[3,4-d]pyrimidin-4-amine), C([O-])([O-])=O.[Cs+].[Cs+] (cesium carbonate), [I-].[K+] (potassium iodide), CN(C=O)C (N,N-dimethylformamide). Solvent: C(C)(=O)OCC (ethyl acetate), O (water). Conditions: temperature 100 celsius. Product: NC1=CN=CC2=C1C(=NN2C(C)C=2C(=C(C(=C(C2)Cl)Cl)C2CN(C2)C(=O)OC(C)(C)C)OC)C (tert-Butyl 3-{3-[1-(4-amino-3-methyl-1H-pyrazolo[4,3-d]pyridin-1-yl)ethyl]-5,6-dichloro-2-methoxyphenyl}azetidine-1-carboxylate). Yield: 75.0%. RXN SMILES: [Cl:1][C:2]1[C:7]([Cl:8])=[CH:6][C:5]([CH:9](Cl)[CH3:10])=[C:4]([O:12][CH3:13])[C:3]=1[CH:14]1[CH2:17][N:16]([C:18]([O:20][C:21]([CH3:24])([CH3:23])[CH3:22])=[O:19])[CH2:15]1.[CH3:25][C:26]1[C:34]2[C:29](=NC=N[C:33]=2[NH2:35])[NH:28][N:27]=1.C(=O)([O-])[O-].[Cs+].[Cs+].[I-].[K+].[CH3:44][N:45](C)[CH:46]=O>C(OCC)(=O)C.O>[NH2:35][C:33]1[C:34]2[C:26]([CH3:25])=[N:27][N:28]([CH:9]([C:5]3[C:4]([O:12][CH3:13])=[C:3]([CH:14]4[CH2:15][N:16]([C:18]([O:20][C:21]([CH3:22])([CH3:24])[CH3:23])=[O:19])[CH2:17]4)[C:2]([Cl:1])=[C:7]([Cl:8])[CH:6]=3)[CH3:10])[C:29]=2[CH:46]=[N:45][CH:44]=1 |f:2.3.4,5.6|. Procedure: A solution of tert-butyl 3-[2,3-dichloro-5-(1-chloroethyl)-6-methoxyphenyl]azetidine-1-carboxylate (1.0 g, 2.5 mmol) and 3-methyl-1H-pyrazolo[3,4-d]pyrimidin-4-amine (0.43 g, 2.9 mmol) in N,N-dimethylformamide (23 mL) was treated with cesium carbonate (1.2 g, 3.8 mmol) and potassium iodide (42 mg, 0.25 mmol) and heated at 100° C. for 10 h. The reaction mixture was diluted with ethyl acetate (75 mL) and water (75 mL). The aqueous layer was separated and reextracted with ethyl acetate (2×50 mL). T... The reactants are [Na].FC1=CC=C(C=C1)S(=O)[O-] (sodium p-fluorobenzenesulfinate), C(#N)C1=C(C=C(C=C1)NC(=O)[C@]1(OC1)C)C(F)(F)F ((2S)-N-[4-cyano-3-(trifluoromethyl)phenyl]-2-methyl-2-oxirane carboxamide), epoxide. Solvent: C(Cl)(Cl)Cl (chloroform), C(Cl)(Cl)Cl (chloroform), O (water). As a reaction SMILES: [C:1]([C:3]1[CH:8]=[CH:7][C:6]([NH:9][C:10]([C@:12]2([CH3:15])[CH2:14][O:13]2)=[O:11])=[CH:5][C:4]=1[C:16]([F:19])([F:18])[F:17])#[N:2].[Na].[F:21][C:22]1[CH:27]=[CH:26][C:25]([S:28]([O-:30])=[O:29])=[CH:24][CH:23]=1>C(Cl)(Cl)Cl.O.[Br-].C([N+](CCCC)(CCCC)CCCC)CCC>[CH3:15][C:12]([OH:13])([C:10]([NH:9][C:6]1[CH:7]=[CH:8][C:3]([C:1]#[N:2])=[C:4]([C:16]([F:19])([F:18])[F:17])[CH:5]=1)=[O:11])[CH2:14][S:28]([C:25]1[CH:24]=[CH:23][C:22]([F:21])=[CH:27][CH:26]=1)(=[O:30])=[O:29] |f:1.2,5.6,^1:19|. The reagents and catalysts are [Br-].C(CCC)[N+](CCCC)(CCCC)CCCC (tetrabutylammonium bromide). Procedure: 180 mg of the chiral epoxide of example 17 was dissolved in a mixture of 12 ml chloroform and 12 ml of water. 133 mg of sodium-p-fluorobenzenesulfinate and 107 mg of tetrabutylammonium bromide were added. The reaction mixture was heated till reflux and kept at reflux, while stirring vigorously. The reaction was monitored with HPLC. After 4 days at reflux, the starting epoxide was completely converted. The mixture was cooled to room temperature. 10 ml of chloroform was added. The organic layer wa... The product is CC(CS(=O)(=O)C=1C=CC(=CC1)F)(C(=O)NC=2C=CC(=C(C2)C(F)(F)F)C#N)O (bicalutamide).